The task is: describe an organic reaction: reactants, conditions, products, and yield. This data is from the Open Reaction Database (ORD), a public repository of structured organic reaction records. Reactants: Br, Br, COC(=O)c1nc(Cl)c(N2CCN(c3cc(-c4ccc(F)cc4)nc(N4CCOCC4C)n3)C(C)C2)nc1N, CC(=O)O, O=N[O-], [Na+], O. Yields the product COC(=O)c1nc(Cl)c(N2CCN(c3cc(-c4ccc(F)cc4)nc(N4CCOCC4C)n3)C(C)C2)nc1Br. Reaction SMILES: [Br:40].[BrH:45].[CH3:1][O:2][C:3](=[O:4])[c:5]1[n:6][c:7]([Cl:39])[c:8]([N:12]2[CH2:13][CH:14]([CH3:38])[N:15]([c:18]3[n:19][c:20]([N:31]4[CH:32]([CH3:37])[CH2:33][O:34][CH2:35][CH2:36]4)[n:21][c:22](-[c:24]4[cH:25][cH:26][c:27]([F:30])[cH:28][cH:29]4)[cH:23]3)[CH2:16][CH2:17]2)[n:9][c:10]1[NH2:11].[CH3:46][C:47](=[O:48])[OH:49].[N:41]([O-:42])=[O:43].[Na+:44].[OH2:50]>>[CH3:1][O:2][C:3](=[O:4])[c:5]1[n:6][c:7]([Cl:39])[c:8]([N:12]2[CH2:13][CH:14]([CH3:38])[N:15]([c:18]3[n:19][c:20]([N:31]4[CH:32]([CH3:37])[CH2:33][O:34][CH2:35][CH2:36]4)[n:21][c:22](-[c:24]4[cH:25][cH:26][c:27]([F:30])[cH:28][cH:29]4)[cH:23]3)[CH2:16][CH2:17]2)[n:9][c:10]1[Br:45]. The reactants are CC(=O)O (HOAc), COCCNCCOC (Bis-(2-methoxyethyl)amine), [O-][N+]1=NC(=NC2=C1C=C1CCCC1=C2)CCC=O (3-(1-oxido-7,8-dihydro-6H-indeno[5,6-e][1,2,4]triazin-3-yl)propanal), [BH3-]C#N.[Na+] (NaCNBH3). Run in CO (MeOH). Reaction conditions: time 30 minute. The product is COCCN(CCCC=1N=[N+](C2=C(N1)C=C1CCCC1=C2)[O-])CCOC (N,N-Bis(2-methoxyethyl)-3-(1-oxido-7,8-dihydro-6H-indeno[5,6-e][1,2,4]triazin-3-yl)-1-propanamine). Yield: 62.3%. Reaction SMILES: [CH3:1][O:2][CH2:3][CH2:4][NH:5][CH2:6][CH2:7][O:8][CH3:9].[O-:10][N+:11]1[C:16]2[CH:17]=[C:18]3[C:22](=[CH:23][C:15]=2[N:14]=[C:13]([CH2:24][CH2:25][CH:26]=O)[N:12]=1)[CH2:21][CH2:20][CH2:19]3.[BH3-]C#N.[Na+].CC(O)=O>CO>[CH3:1][O:2][CH2:3][CH2:4][N:5]([CH2:6][CH2:7][O:8][CH3:9])[CH2:26][CH2:25][CH2:24][C:13]1[N:12]=[N+:11]([O-:10])[C:16]2[CH:17]=[C:18]3[C:22]([CH2:21][CH2:20][CH2:19]3)=[CH:23][C:15]=2[N:14]=1 |f:2.3|. Procedure: Bis-(2-methoxyethyl)amine (3.0 g, 22.5 mmol) was added to a stirred solution of propanal 75 (1.2 g, 4.9 mmol) in MeOH (100 ml) at 0° C. and the solution stirred for 30 min. NaCNBH3 (1.5 g, 24 mmol) was added and the solution stirred at 0° C. for 30 min and then HOAc (2 mL) was added and the mixture was stirred at 20° C. for 16 h. The solvent was evaporated and the residue was partitioned between DCM (200 mL) and water (200 mL). The aqueous phase was extracted with DCM (2×200 ml), the combined or... Starting materials: saturated aqueous solution, [Cl-].[NH4+] (ammonium chloride), C1(CCCCC1)C=O (Cyclohexanecarbaldehyde), C(C)P(OCC)=O (ethyl ethylphosphinate), C(C)OP(=O)(C(C(=O)OCC)=C)OCC (ethyl 2-diethoxyphosphinoylpropenoate), [Na] (sodium), C(C)O (ethanol). Conditions: temperature 0 celsius, time 1 hour. The product is C1(CCCCC1)\C=C(\C(=O)OCC)/CP(=O)CCOCC (ethyl (Z)-3-cyclohexyl-2-(ethoxyethylphosphinoyl)methylpropenoate). Isolated yield 10.0%. As a reaction SMILES: [Na].[CH2:2]([PH:4](=[O:8])OCC)[CH3:3].C(OP(OCC)([C:14](=[CH2:20])[C:15]([O:17][CH2:18][CH3:19])=[O:16])=O)C.[CH:24]1([CH:30]=O)[CH2:29][CH2:28][CH2:27][CH2:26][CH2:25]1.[Cl-].[NH4+].[CH2:34]([OH:36])[CH3:35]>>[CH:24]1(/[CH:30]=[C:14](\[CH2:20][PH:4]([CH2:2][CH2:3][O:36][CH2:34][CH3:35])=[O:8])/[C:15]([O:17][CH2:18][CH3:19])=[O:16])[CH2:25][CH2:26][CH2:27][CH2:28][CH2:29]1 |f:4.5,^1:0|. Reported procedure: Under a nitrogen atmosphere, 0.23 g (10 millimoles) of metallic sodium was dissolved in 20 ml of dry ethanol. The solution was cooled to 0° C., and 1.22 g (10 millimoles) of ethyl ethylphosphinate and then 2.40 g (10 millimoles) of ethyl 2-diethoxyphosphinoylpropenoate were added. The mixture was stirred at 0° C. for 1 hour. Cyclohexanecarbaldehyde (1.20 ml; 9.9 millimoles) was added to the mixture, and the reaction was carried out at room temperature for 3 days. Fifty milliliters of a saturated... Reactants: CN(C)C=O, CS(N)(=O)=O, CCCCCC(CCCCl)OC(C)=O, [H-], [Na+], c1ccccc1. The product is CCCCCC(CCCNS(C)(=O)=O)OC(C)=O. RXN SMILES: [CH3:28][N:29]([CH3:30])[CH:31]=[O:32].[CH3:3][S:4](=[O:5])(=[O:6])[NH2:7].[Cl:8][CH2:9][CH2:10][CH2:11][CH:12]([CH2:13][CH2:14][CH2:15][CH2:16][CH3:17])[O:18][C:19]([CH3:20])=[O:21].[H-:1].[Na+:2].[cH:22]1[cH:23][cH:24][cH:25][cH:26][cH:27]1>>[CH3:3][S:4](=[O:5])(=[O:6])[NH:7][CH2:9][CH2:10][CH2:11][CH:12]([CH2:13][CH2:14][CH2:15][CH2:16][CH3:17])[O:18][C:19]([CH3:20])=[O:21]. Starting materials: ClCCCN1CCOCC1 (4-(3-Chloro-propyl)-morpholine), C(=O)([O-])[O-].[Cs+].[Cs+] (Cs2CO3), CC1(OB(OC1(C)C)C=1C=NNC1)C (4-(4,4,5,5-Tetramethyl-[1,3,2]dioxaborolan-2-yl)-1H-pyrazole). Solvent: CN(C)C=O (DMF). The product is CC1(OB(OC1(C)C)C=1C=NN(C1)CCCN1CCOCC1)C (4-{3-[4-(4,4,5,5-Tetramethyl-[1,3,2]dioxaborolan-2-yl)-pyrazol-1-yl]-propyl}-morpholine). As a reaction SMILES: Cl[CH2:2][CH2:3][CH2:4][N:5]1[CH2:10][CH2:9][O:8][CH2:7][CH2:6]1.C([O-])([O-])=O.[Cs+].[Cs+].[CH3:17][C:18]1([CH3:30])[C:22]([CH3:24])([CH3:23])[O:21][B:20]([C:25]2[CH:26]=[N:27][NH:28][CH:29]=2)[O:19]1>CN(C=O)C>[CH3:17][C:18]1([CH3:30])[C:22]([CH3:23])([CH3:24])[O:21][B:20]([C:25]2[CH:29]=[N:28][N:27]([CH2:2][CH2:3][CH2:4][N:5]3[CH2:10][CH2:9][O:8][CH2:7][CH2:6]3)[CH:26]=2)[O:19]1 |f:1.2.3|. Reported procedure: A solution of 4-(3-Chloro-propyl)-morpholine (702 mg, 4.2 mmol), Cs2CO3 (753 mg, 2.31 mmol) and 4-(4,4,5,5-Tetramethyl-[1,3,2]dioxaborolan-2-yl)-1H-pyrazole (832 mg, 4.2 mmol) in 5 ml dry DMF are heated at 80° C. under argon for 24 h and then allowed to cool to RT. DMF is removed under HV and the residue is re-taken in EtOAc and washed with de-ionized water. The aqueous phase is re-extracted with EtOAc and the combined organic extracts are washed with saturated brine, dried over Na2SO4, filtered... The reactants are CS(=O)CC(=O)C1=C(C=CC=C1)NC1=CC=C(C=C1)OC (2-(methylsulfinyl)-2'-(4-methoxyanilino)acetophenone), CS(=O)CC(=O)C1=C(C=CC(=C1)OC)NC1=CC=C(C=C1)OCC1=CC=CC=C1 (2-(methylsulfinyl)-2'-(4-benzyloxyanilino)-5'-methoxyacetophenone). Product: C(C1=CC=CC=C1)OC1=CC=C(C=C1)N1C(=CC(C2=CC(=CC=C12)OC)=O)C1=CC=CC=C1 (1-(4-benzyloxyphenyl)-2-phenyl-6-methoxy-4(1H)-quinolone). Reaction SMILES: CS(C[C:5]([C:7]1[CH:12]=[CH:11][CH:10]=[CH:9][C:8]=1NC1C=CC(OC)=CC=1)=O)=O.CS([CH2:25][C:26]([C:28]1[CH:33]=[C:32]([O:34][CH3:35])[CH:31]=[CH:30][C:29]=1[NH:36][C:37]1[CH:42]=[CH:41][C:40]([O:43][CH2:44][C:45]2[CH:50]=[CH:49][CH:48]=[CH:47][CH:46]=2)=[CH:39][CH:38]=1)=[O:27])=O>>[CH2:44]([O:43][C:40]1[CH:41]=[CH:42][C:37]([N:36]2[C:29]3[C:28](=[CH:33][C:32]([O:34][CH3:35])=[CH:31][CH:30]=3)[C:26](=[O:27])[CH:25]=[C:5]2[C:7]2[CH:12]=[CH:11][CH:10]=[CH:9][CH:8]=2)=[CH:38][CH:39]=1)[C:45]1[CH:50]=[CH:49][CH:48]=[CH:47][CH:46]=1. Reported procedure: Following a procedure similar to that described in Example 12, Procedure 3, but substituting for 2-(methylsulfinyl)-2'-(4-methoxyanilino)acetophenone an equivalent amount of 2-(methylsulfinyl)-2'-(4-benzyloxyanilino)-5'-methoxyacetophenone there can be obtained 1-(4-benzyloxyphenyl)-2-phenyl-6-methoxy-4(1H)-quinolone. Starting materials: C([O-])(O)=O.[Na+] (sodium bicarbonate), C(C)OCCl (chloromethyl ethyl ether), C(C)C=1C(NC(NC1)=O)=O (5-ethyluracil), C[Si](C)(C)C(C(=O)N)[Si](C)(C)C (bistrimethylsilylacetamide). Reagents/catalysts: [I-].C(CCC)[N+](CCCC)(CCCC)CCCC (tetrabutylammonium iodide). The solvent is C(Cl)Cl (methylene chloride). Conditions: time 40 minute. Yields the product C(C)OCN1C(=O)NC(=O)C(=C1)CC (1-ethoxymethyl-5-ethyluracil). Yield: 80.7%. Reaction SMILES: [CH2:1]([C:3]1[C:4](=[O:10])[NH:5][C:6](=[O:9])[NH:7][CH:8]=1)[CH3:2].C[Si](C([Si](C)(C)C)C(N)=O)(C)C.[CH2:23]([O:25][CH2:26]Cl)[CH3:24].C(=O)(O)[O-].[Na+]>[I-].C([N+](CCCC)(CCCC)CCCC)CCC.C(Cl)Cl>[CH2:23]([O:25][CH2:26][N:7]1[CH:8]=[C:3]([CH2:1][CH3:2])[C:4](=[O:10])[NH:5][C:6]1=[O:9])[CH3:24] |f:3.4,5.6|. Reported procedure: To 100 ml of methylene chloride, 5.1 g (40 mmol) of 5-ethyluracil and 22 ml (88 mmol) of bistrimethylsilylacetamide were added under a nitrogen atmosphere and stirred for 40 minutes at room temperature. To this mixture, 4.1 ml (88 mmole) of chloromethyl ethyl ether and 0.15 g (0.4 mmol) of tetrabutylammonium iodide were added and heated under reflux for 15 hours. Then, the reaction mixture was poured into 50 ml of saturated sodium bicarbonate solution carefully and filtered through Celite. The o... Starting materials: 1.3, [OH-].[Na+] (NaOH), BrC=1C(=CC(=C(C(=O)OC)C1)OCC1=CC=CC=C1)OCC1=CC=CC=C1 (methyl 5-bromo-2,4-dibenzyloxybenzoate). Run in C1CCOC1 (THF). Run at time 2 hour. The product is BrC=1C(=CC(=C(C(=O)O)C1)OCC1=CC=CC=C1)OCC1=CC=CC=C1 (5-bromo-2,4-dibenzyloxybenzoic acid). The yield is 91.0%. RXN SMILES: [OH-].[Na+].[Br:3][C:4]1[C:5]([O:22][CH2:23][C:24]2[CH:29]=[CH:28][CH:27]=[CH:26][CH:25]=2)=[CH:6][C:7]([O:14][CH2:15][C:16]2[CH:21]=[CH:20][CH:19]=[CH:18][CH:17]=2)=[C:8]([CH:13]=1)[C:9]([O:11]C)=[O:10]>C1COCC1>[Br:3][C:4]1[C:5]([O:22][CH2:23][C:24]2[CH:29]=[CH:28][CH:27]=[CH:26][CH:25]=2)=[CH:6][C:7]([O:14][CH2:15][C:16]2[CH:21]=[CH:20][CH:19]=[CH:18][CH:17]=2)=[C:8]([CH:13]=1)[C:9]([OH:11])=[O:10] |f:0.1|. Procedure: 1.3 800 ml of 2N NaOH are added to a solution of 150 g of methyl 5-bromo-2,4-dibenzyloxybenzoate in 500 ml of THF, and the mixture is stirred at 50° for 2 hours and subsequently stirred at room temperature for 16 hours. The red alkaline phase is separated off and cooled, and conc. hydrochloric acid is added dropwise to pH 2-3. The precipitated product is separated off and dried, giving 132 g of 5-bromo-2,4-dibenzyloxybenzoic acid.